From a dataset of the Open Reaction Database (ORD), a public repository of structured organic reaction records. describe an organic reaction: reactants, conditions, products, and yield The reactants are Cc1ccccc1, Cc1oncc1C(=O)O, O=S(Cl)Cl. Product: Cc1oncc1C(=O)O, [Cl-]. RXN SMILES: [CH3:14][c:15]1[cH:16][cH:17][cH:18][cH:19][cH:20]1.[CH3:1][c:2]1[c:3]([C:7](=[O:8])[OH:9])[cH:4][n:5][o:6]1.[S:10]([Cl:11])([Cl:12])=[O:13]>>[CH3:1][c:2]1[c:3]([C:7](=[O:8])[OH:9])[cH:4][n:5][o:6]1.[Cl-:12]. Reactants: NC1=C(C=O)C=C(C=C1Br)C(F)(F)F (2-Amino-3-bromo-5-(trifluoromethyl)benzaldehyde), NC(=O)N (urea). The solvent is O (water). Product: BrC=1C=C(C=C2C(N=C(NC12)O)O)C(F)(F)F (8-bromo-6-(trifluoromethyl)-1,4-dihydroquinazoline-2,4-diol). Isolated yield 187.7%. RXN SMILES: [NH2:1][C:2]1[C:9]([Br:10])=[CH:8][C:7]([C:11]([F:14])([F:13])[F:12])=[CH:6][C:3]=1[CH:4]=[O:5].[NH2:15][C:16](N)=[O:17]>O>[Br:10][C:9]1[CH:8]=[C:7]([C:11]([F:14])([F:12])[F:13])[CH:6]=[C:3]2[C:2]=1[NH:1][C:16]([OH:17])=[N:15][CH:4]2[OH:5]. Procedure details: 2-Amino-3-bromo-5-(trifluoromethyl)benzaldehyde (1.74 g, 6.49 mmol, 1.00 eq) and urea (5.85 g, 97.4 mmol, 15.0 eq) were stirred at 190° C. for 3 h. The resulting solid was returned to ambient temperature, stirred in water (60 mL) for 20 min, and filtered. This was repeated for a total of three washes. The solid was dried in a desiccator to give 3.79 g of the desired product as an off-white solid. ES/MS m/z 311, 313 (MH+). Reactants: C1COCCO1, C=Cc1cc2c(nn1)OCCC2, [O-][I+3]([O-])([O-])[O-], [Na+]. Yields the product O=Cc1cc2c(nn1)OCCC2. As a reaction SMILES: [CH2:19]1[O:20][CH2:21][CH2:22][O:23][CH2:24]1.[CH:1](=[CH2:2])[c:3]1[cH:4][c:5]2[c:6]([n:7][n:8]1)[O:9][CH2:10][CH2:11][CH2:12]2.[I+3:13]([O-:14])([O-:15])([O-:16])[O-:17].[Na+:18]>>[CH:1]([c:3]1[cH:4][c:5]2[c:6]([n:7][n:8]1)[O:9][CH2:10][CH2:11][CH2:12]2)=[O:14]. Starting materials: C1CO1, CC(=NO)C(C)(C)C, [Li+], [OH-], O. Product: CC(=NOCCO)C(C)(C)C. RXN SMILES: [CH2:11]1[CH2:12][O:13]1.[CH3:1][C:2]([C:3]([CH3:4])=[N:5][OH:6])([CH3:7])[CH3:8].[Li+:10].[OH-:9].[OH2:14]>>[CH3:1][C:2]([C:3]([CH3:4])=[N:5][O:6][CH2:11][CH2:12][OH:13])([CH3:7])[CH3:8]. Starting materials: C(C)(C)(C)OC(=O)N1C2CN(CC1CC2)C(C)=O (3-acetyl-3,8-diaza-bicyclo[3.2.1]octane-8-carboxylic acid tert-butyl ester), Cl (HCl), O1CCOCC1 (1,4-dioxane). The solvent is C(Cl)Cl (DCM). Conditions: temperature 25 celsius, time 18 hour. Product: Cl.C12CN(CC(CC1)N2)C(C)=O (1-(3,8-Diaza-bicyclo[3.2.1]oct-3-yl)-ethanone hydrochloride). As a reaction SMILES: C(OC([N:8]1[CH:13]2[CH2:14][CH2:15][CH:9]1[CH2:10][N:11]([C:16](=[O:18])[CH3:17])[CH2:12]2)=O)(C)(C)C.[ClH:19].O1CCOCC1>C(Cl)Cl>[ClH:19].[CH:13]12[NH:8][CH:9]([CH2:15][CH2:14]1)[CH2:10][N:11]([C:16](=[O:18])[CH3:17])[CH2:12]2 |f:4.5|. Procedure details: To a solution of 3-acetyl-3,8-diaza-bicyclo[3.2.1]octane-8-carboxylic acid tert-butyl ester (1.20 g, 4.49 mmol) in DCM (25 mL) is added 4M HCl in 1,4-dioxane (20.0 mL, 80.0 mmol) and the reaction stirred at about 25° C. for 18 hours. The reaction is concentrated, suspended in Et2O, and filtered to afford the title compound (U) as a hydroscopic solid. Starting materials: C1(=CC=CC=C1)COC1=CC=C(C=C1)N(N)CC(=O)OC (Methyl [1-[4-(phenylmethoxy)phenyl]hydrazino]acetate), CN=C=O (methyl isocyanate), C[O-].[Na+] (sodium methoxide). Yields the product CN1C(NN(CC1=O)C1=CC=C(C=C1)OCC1=CC=CC=C1)=O (Dihydro-4-methyl-1-[4-(phenylmethoxy)phenyl]-1,2,4-triazine-3,5-(2H,4H)-dione). RXN SMILES: [C:1]1([CH2:7][O:8][C:9]2[CH:14]=[CH:13][C:12]([N:15]([CH2:17][C:18]([O:20]C)=O)[NH2:16])=[CH:11][CH:10]=2)[CH:6]=[CH:5][CH:4]=[CH:3][CH:2]=1.[CH3:22][N:23]=[C:24]=[O:25].C[O-].[Na+]>>[CH3:22][N:23]1[C:18](=[O:20])[CH2:17][N:15]([C:12]2[CH:11]=[CH:10][C:9]([O:8][CH2:7][C:1]3[CH:2]=[CH:3][CH:4]=[CH:5][CH:6]=3)=[CH:14][CH:13]=2)[NH:16][C:24]1=[O:25] |f:2.3|. Reported procedure: Methyl [1-[4-(phenylmethoxy)phenyl]hydrazino]acetate (0.73 g) was treated with methyl isocyanate (0.5 ml) and then with sodium methoxide solution (3.5 ml). The product was recrystallised from tetrahydrofuran-hexane to give the title compound (0.56 g), m.p. 224°-227°, t.l.c. (ethyl acetate) Rf 0.55.